From a dataset of the Open Reaction Database (ORD), a public repository of structured organic reaction records. describe an organic reaction: reactants, conditions, products, and yield The reactants are CS(=O)(=O)Cl (Methanesulfonyl chloride), C(C)(C)(C)OC(=O)N1CCC(CC1)CCO (1-t-butyloxycarbonyl-4-hydroxyethylpiperidine), C(C)(C)N(CC)C(C)C (diisopropylethylamine). The solvent is ClCCl (dichloromethane). Conditions: time 24 hour. Product: C(C)(C)(C)OC(=O)N1CCC(CC1)CCOS(=O)(=O)C (1-t-Butyloxycarbonyl-4-methanesulfonyloxyethylpiperidine). As a reaction SMILES: [CH3:1][S:2](Cl)(=[O:4])=[O:3].[C:6]([O:10][C:11]([N:13]1[CH2:18][CH2:17][CH:16]([CH2:19][CH2:20][OH:21])[CH2:15][CH2:14]1)=[O:12])([CH3:9])([CH3:8])[CH3:7].C(N(C(C)C)CC)(C)C>ClCCl>[C:6]([O:10][C:11]([N:13]1[CH2:18][CH2:17][CH:16]([CH2:19][CH2:20][O:21][S:2]([CH3:1])(=[O:4])=[O:3])[CH2:15][CH2:14]1)=[O:12])([CH3:9])([CH3:8])[CH3:7]. Reported procedure: Methanesulfonyl chloride (4.0 mL, 52 mmol) was added slowly to a 0° C. solution of 1-t-butyloxycarbonyl-4-hydroxyethylpiperidine (10.0 g, 43.7 mmol) and diisopropylethylamine (7.3 mL, 52 mmol) in dichloromethane (100 mL) with stirring under a nitrogen atmosphere. After 24 hours at room temperature, the mixture was extracted with water (4×100 mL), dried (MgSO4), filtered, and concentrated in vacuo to yield a clear oil which crystallized upon standing. Mp:60°-63° C. MSCI:252(MH+, base). 1H NMR(300... The reactants are [Br-], CSCC(C)(C#N)C(=O)N(C)c1nnc(-c2cncc(F)c2)s1, CC(=O)O, [H][H], [K+], O=[Pt]. Yields the product CSCC(C)(CN)C(=O)N(C)c1nnc(-c2cncc(F)c2)s1. RXN SMILES: [Br-:26].[C:1](#[N:2])[C:3]([C:4](=[O:5])[N:6]([CH3:7])[c:8]1[s:9][c:10](-[c:13]2[cH:14][n:15][cH:16][c:17]([F:19])[cH:18]2)[n:11][n:12]1)([CH2:20][S:21][CH3:22])[CH3:23].[CH3:28][C:29](=[O:30])[OH:31].[H:24][H:25].[K+:27].[Pt:32]=[O:33]>>[CH2:1]([NH2:2])[C:3]([C:4](=[O:5])[N:6]([CH3:7])[c:8]1[s:9][c:10](-[c:13]2[cH:14][n:15][cH:16][c:17]([F:19])[cH:18]2)[n:11][n:12]1)([CH2:20][S:21][CH3:22])[CH3:23]. Starting materials: CN1CC(=O)N(CCc2ccccc2Br)C1=O, OCCc1ccccc1Br, O=C1CCCC(=O)N1. The product is O=C1CCCC(=O)N1CCc1ccccc1Br. Reaction SMILES: [Br:19][c:20]1[cH:21][cH:22][cH:23][cH:24][c:25]1[CH2:26][CH2:27][N:28]1[C:29](=[O:30])[CH2:31][N:32]([CH3:33])[C:34]1=[O:35].[Br:1][c:2]1[c:3]([CH2:4][CH2:5][OH:6])[cH:7][cH:8][cH:9][cH:10]1.[C:11]1(=[O:18])[CH2:12][CH2:13][CH2:14][C:15](=[O:17])[NH:16]1>>[Br:1][c:2]1[c:3]([CH2:4][CH2:5][N:16]2[C:11](=[O:18])[CH2:12][CH2:13][CH2:14][C:15]2=[O:17])[cH:7][cH:8][cH:9][cH:10]1.